From a dataset of the Open Reaction Database (ORD), a public repository of structured organic reaction records. describe an organic reaction: reactants, conditions, products, and yield Procedure details: The title compound was prepared by substituting bromobenzene and 2-amino-5-chloroanisole for Example 189A and 4-aminopyridine, respectively, in Example 191. MS (ESI) m/e 234 (M+H)+. RXN SMILES: Br[C:2]1[CH:7]=[CH:6][CH:5]=[CH:4][CH:3]=1.[NH2:8][C:9]1[CH:14]=[CH:13][C:12]([Cl:15])=[CH:11][C:10]=1[O:16][CH3:17].NC1C=CN=CC=1>>[Cl:15][C:12]1[CH:13]=[CH:14][C:9]([NH:8][C:2]2[CH:7]=[CH:6][CH:5]=[CH:4][CH:3]=2)=[C:10]([O:16][CH3:17])[CH:11]=1. Starting materials: BrC1=CC=CC=C1 (bromobenzene), NC1=C(C=C(C=C1)Cl)OC (2-amino-5-chloroanisole), NC1=CC=NC=C1 (4-aminopyridine). Product: ClC1=CC(=C(C=C1)NC1=CC=CC=C1)OC (N-(4-chloro-2-methoxyphenyl)-N-phenylamine). The reactants are C(=O)[O-].[NH4+] (Ammonium formate), C(C1=CC=CC=C1)(C1=CC=CC=C1)N1CC(C1)O[Si](C)(C)C(C)(C)C (1-Benzhydryl-3-(tert-butyl-dimethyl-silanyloxy)-azetidine), FC1=CC=C(C=C1)[N+](=O)[O-] (4-Fluoronitrobenzene). Reagents/catalysts: [Pd] (Pd/C). Solvent: N1=CC=CC=C1 (pyridine), CO (methanol). Run at time 3 hour. The product is [N+](=O)([O-])C1=CC=C(C=C1)N1CC(C1)O (1-(4-Nitro-phenyl)-azetidin-3-ol). The yield is 81.9%. RXN SMILES: C([O-])=O.[NH4+].[CH:5]([N:18]1[CH2:21][CH:20]([O:22][Si](C(C)(C)C)(C)C)[CH2:19]1)([C:12]1[CH:17]=[CH:16][CH:15]=[CH:14]C=1)C1C=CC=CC=1.FC1C=CC([N+:37]([O-:39])=[O:38])=CC=1>CO.N1C=CC=CC=1.[Pd]>[N+:37]([C:16]1[CH:17]=[CH:12][C:5]([N:18]2[CH2:19][CH:20]([OH:22])[CH2:21]2)=[CH:14][CH:15]=1)([O-:39])=[O:38] |f:0.1|. Reported procedure: Ammonium formate (15.1 g, 246 mmol) was added to a solution of 1-benzhydryl-3-(tert-butyl-dimethyl-silanyloxy)-azetidine (which was obtained in Example 395) (8.7 g, 24.6 mmol) and 10%Pd/C (1 g) in methanol (100 mL). The reaction was stirred for 3 hours at room temperature. The solution was passed through celite and concentrated to afford a crude solid. The crude solid was taken up in pyridine (75 mL) and the salts were removed by filtration. 4-Fluoronitrobenzene (2.9 mL, 27.1 mmol) was added to ... Starting materials: BrCCN1N=C(C=C1C(=O)OC)C(=O)OC (Dimethyl 1-(2-Bromoethyl)pyrazole-3,5-dicarboxylate), C(C)(C)N(CC)C(C)C (diisopropylethyl amine), C(=O)(OC(C)(C)C)N1CCC(CC1)CCN (Boc-4-aminoethylpiperidine), [I-].[K+] (potassium iodide). Solvent: CC#N (CH3CN). Yields the product COC(=O)C1=NN2C(C(N(CC2)CCC2CCN(CC2)C(=O)OC(C)(C)C)=O)=C1 (Methyl-[4,5,6,7-Tetrahydro-4-oxo-5-[2(N-Boc-Piperidin-4-yl)ethyl]-pyrazolo[1,5-a]pyrazin-2-yl]carboxylate). RXN SMILES: Br[CH2:2][CH2:3][N:4]1[C:8]([C:9]([O:11]C)=O)=[CH:7][C:6]([C:13]([O:15][CH3:16])=[O:14])=[N:5]1.C(N(C(C)C)CC)(C)C.[C:26]([N:33]1[CH2:38][CH2:37][CH:36]([CH2:39][CH2:40][NH2:41])[CH2:35][CH2:34]1)([O:28][C:29]([CH3:32])([CH3:31])[CH3:30])=[O:27].[I-].[K+]>CC#N>[CH3:16][O:15][C:13]([C:6]1[CH:7]=[C:8]2[C:9](=[O:11])[N:41]([CH2:40][CH2:39][CH:36]3[CH2:35][CH2:34][N:33]([C:26]([O:28][C:29]([CH3:32])([CH3:31])[CH3:30])=[O:27])[CH2:38][CH2:37]3)[CH2:2][CH2:3][N:4]2[N:5]=1)=[O:14] |f:3.4|. Procedure: A solution of 3-2 (14.0 g, 48.0 mmol), diisopropylethyl amine (25 ml, 144 mmol), Boc-4-aminoethylpiperidine (12.0 g, 52.6 mmol), and potassium iodide (2.39 g, 0.3 mmol) in 250 ml CH3CN was refluxed under N2 for 4.5 h then cooled, filtered and evaporated at reduced pressure. The resulting yellow residue was chromatographed on silica gel using EtOAc as eluent to give 3-3 as an off-white crystalline solid. The reactants are Clc1ncnc2[nH]cc(Br)c12, [H-], [Na+], CN(C)C=O, O=S(=O)(Cl)c1ccccc1. The product is O=S(=O)(c1ccccc1)n1cc(Br)c2c(Cl)ncnc21. As a reaction SMILES: [Br:1][c:2]1[cH:3][nH:4][c:5]2[n:6][cH:7][n:8][c:9]([Cl:11])[c:10]12.[H-:13].[Na+:12].[O:24]=[CH:25][N:26]([CH3:27])[CH3:28].[c:14]1([S:20](=[O:21])(=[O:22])[Cl:23])[cH:15][cH:16][cH:17][cH:18][cH:19]1>>[Br:1][c:2]1[cH:3][n:4]([S:20]([c:14]2[cH:15][cH:16][cH:17][cH:18][cH:19]2)(=[O:21])=[O:22])[c:5]2[n:6][cH:7][n:8][c:9]([Cl:11])[c:10]12. Reactants: N1=C(C=CC=C1)CCN1CC2N(C3=CC=C(C=C3NC2=O)C(F)(F)F)CC1 (2,3,4,4a-tetrahydro-3-[2-(2-pyridinyl)ethyl]-8-(trifluoromethyl)-1H-pyrazino[1,2-a]quinoxalin-5(6H)-one), C(C)O (ethanol), Cl (hydrogen chloride). The reagents and catalysts are [Pt]=O (platinum oxide). Solvent: O (water). Product: FC(C=1C=C2NC(C3N(C2=CC1)CCN(C3)CCC3NCCCC3)=O)(F)F (2,3,4,4a-Tetrahydro-8-Trifluoromethyl-3-[2-(2-Piperidinyl)-Ethyl]-1H-Pyrazino[1,2-a]Quinoxalin-5(6H)-One). Reaction SMILES: [N:1]1[CH:6]=[CH:5][CH:4]=[CH:3][C:2]=1[CH2:7][CH2:8][N:9]1[CH2:27][CH2:26][N:12]2[C:13]3[C:18]([NH:19][C:20](=[O:21])[CH:11]2[CH2:10]1)=[CH:17][C:16]([C:22]([F:25])([F:24])[F:23])=[CH:15][CH:14]=3.C(O)C.Cl>[Pt]=O.O>[F:25][C:22]([F:23])([F:24])[C:16]1[CH:17]=[C:18]2[C:13](=[CH:14][CH:15]=1)[N:12]1[CH2:26][CH2:27][N:9]([CH2:8][CH2:7][CH:2]3[CH2:3][CH2:4][CH2:5][CH2:6][NH:1]3)[CH2:10][CH:11]1[C:20](=[O:21])[NH:19]2. Reported procedure: A mixture of 5 g. (0.014 mole) of 2,3,4,4a-tetrahydro-3-[2-(2-pyridinyl)ethyl]-8-(trifluoromethyl)-1H-pyrazino[1,2-a]quinoxalin-5(6H)-one, 60 ml. of ethanol, 120 ml. of water, 12 ml. of concentrated hydrogen chloride and 1 g. of platinum oxide catalyst is hydrogenated in a Parr apparatus for 2 hours. The catalyst is filtered and the solvents removed. The residue was crystallized from ethanol and recrystallized from methanol to yield 4.5 g. of the title compound as the dihydrochloride salt, m.p. ... Reactants: CCN(C(C)C)C(C)C, O=c1cc(OS(=O)(=O)C(F)(F)F)c2cc(Cl)ccc2o1, ClC(Cl)Cl, NC1CCN(CC=Cc2ccccc2)CC1. The product is O=c1cc(NC2CCN(CC=Cc3ccccc3)CC2)c2cc(Cl)ccc2o1. As a reaction SMILES: [CH:17]([N:18]([CH:19]([CH3:20])[CH3:21])[CH2:22][CH3:23])([CH3:24])[CH3:25].[Cl:26][c:27]1[cH:28][c:29]2[c:30]([O:38][S:39]([C:40]([F:41])([F:42])[F:43])(=[O:44])=[O:45])[cH:31][c:32](=[O:37])[o:33][c:34]2[cH:35][cH:36]1.[Cl:46][CH:47]([Cl:48])[Cl:49].[NH2:1][CH:2]1[CH2:3][CH2:4][N:5]([CH2:8][CH:9]=[CH:10][c:11]2[cH:12][cH:13][cH:14][cH:15][cH:16]2)[CH2:6][CH2:7]1>>[NH:1]([CH:2]1[CH2:3][CH2:4][N:5]([CH2:8][CH:9]=[CH:10][c:11]2[cH:12][cH:13][cH:14][cH:15][cH:16]2)[CH2:6][CH2:7]1)[c:30]1[c:29]2[cH:28][c:27]([Cl:26])[cH:36][cH:35][c:34]2[o:33][c:32](=[O:37])[cH:31]1.